This data is from the Open Reaction Database (ORD), a public repository of structured organic reaction records. The task is: describe an organic reaction: reactants, conditions, products, and yield Reactants: COc1cccc(C2NCCc3c2[nH]c2ncccc32)c1, CC(=O)OC(C)=O, c1ccncc1. Product: COc1cccc(C2c3[nH]c4ncccc4c3CCN2C(C)=O)c1. Reaction SMILES: [CH3:1][O:2][c:3]1[cH:4][c:5]([CH:9]2[NH:10][CH2:11][CH2:12][c:13]3[c:14]2[nH:15][c:16]2[n:17][cH:18][cH:19][cH:20][c:21]32)[cH:6][cH:7][cH:8]1.[CH3:22][C:23](=[O:24])[O:25][C:26](=[O:27])[CH3:28].[cH:29]1[cH:30][cH:31][n:32][cH:33][cH:34]1>>[CH3:1][O:2][c:3]1[cH:4][c:5]([CH:9]2[N:10]([C:23]([CH3:22])=[O:24])[CH2:11][CH2:12][c:13]3[c:14]2[nH:15][c:16]2[n:17][cH:18][cH:19][cH:20][c:21]32)[cH:6][cH:7][cH:8]1. Starting materials: CC1(C(N2C(=NC=C(C2=O)C)S1)C)O (2,3,6-trimethyl-2-hydroxy-5H-thiazolo [3,2-a]pyrimidin-5-one), C([O-])([O-])=O.[K+].[K+] (potassium carbonate), ClC1=CC=C(C(=O)C2=CC=C(CBr)C=C2)C=C1 (4-(4-chlorobenzoyl)benzyl bromide). Run in CN(C)C=O (DMF). Conditions: temperature 80 celsius, time 2 hour. Product: ClC1=CC=C(C(=O)C2=CC=C(COC=3N=C4N(C(C3C)=O)C(=C(S4)C)C)C=C2)C=C1 (7-[4-(4-Chlorobenzoyl)benzyloxy]-2,3,6-trimethyl-5H-thiazolo [3,2-a]pyrimidin-5-one). Isolated yield 33.7%. RXN SMILES: [CH3:1][C:2]1(O)[S:12][C:5]2=[N:6][CH:7]=[C:8]([CH3:11])[C:9](=[O:10])[N:4]2[CH:3]1[CH3:13].[C:15](=[O:18])([O-])[O-].[K+].[K+].[Cl:21][C:22]1[CH:37]=[CH:36][C:25]([C:26]([C:28]2[CH:35]=[CH:34][C:31](CBr)=[CH:30][CH:29]=2)=[O:27])=[CH:24][CH:23]=1>CN(C=O)C>[Cl:21][C:22]1[CH:23]=[CH:24][C:25]([C:26]([C:28]2[CH:35]=[CH:34][C:31]([CH2:15][O:18][C:7]3[N:6]=[C:5]4[S:12][C:2]([CH3:1])=[C:3]([CH3:13])[N:4]4[C:9](=[O:10])[C:8]=3[CH3:11])=[CH:30][CH:29]=2)=[O:27])=[CH:36][CH:37]=1 |f:1.2.3|. Reported procedure: To a solution of 2,3,6-trimethyl-2-hydroxy-5H-thiazolo [3,2-a]pyrimidin-5-one (382 mg) and potassium carbonate (357 mg) in DMF (10 ml) was added 4-(4-chlorobenzoyl)benzyl bromide (581 mg) and the mixture was stirred at 80° C. for 2 hours. This reaction mixture was concentrated and the residue was diluted with water-ethyl acetate and extracted with ethyl acetate. Recrystallization from ethyl acetate gave the title compound as colorless solid (266 mg). The reactants are N1N=C(C2=CC=CC=C12)C=1N=NN(C1)C1=CC(=C(C(=O)OC)C=C1)OC (Methyl 4-[4-(1H-indazol-3-yl)-1H-1,2,3-triazol-1-yl]-2-methoxybenzoate), [OH-].[Na+] (sodium hydroxide). The solvent is CO (MeOH). The product is N1N=C(C2=CC=CC=C12)C=1N=NN(C1)C1=CC(=C(C(=O)O)C=C1)OC (4-[4-(1H-indazol-3-yl)-1H-1,2,3-triazol-1-yl]-2-methoxybenzoic acid). Yield: 71.4%. Reaction SMILES: [NH:1]1[C:9]2[C:4](=[CH:5][CH:6]=[CH:7][CH:8]=2)[C:3]([C:10]2[N:11]=[N:12][N:13]([C:15]3[CH:24]=[CH:23][C:18]([C:19]([O:21]C)=[O:20])=[C:17]([O:25][CH3:26])[CH:16]=3)[CH:14]=2)=[N:2]1.[OH-].[Na+]>CO>[NH:1]1[C:9]2[C:4](=[CH:5][CH:6]=[CH:7][CH:8]=2)[C:3]([C:10]2[N:11]=[N:12][N:13]([C:15]3[CH:24]=[CH:23][C:18]([C:19]([OH:21])=[O:20])=[C:17]([O:25][CH3:26])[CH:16]=3)[CH:14]=2)=[N:2]1 |f:1.2|. Procedure: Methyl 4-[4-(1H-indazol-3-yl)-1H-1,2,3-triazol-1-yl]-2-methoxybenzoate (363 mg; 1.04 mmol; 1.0 eq.) suspended in MeOH (8 mL) was treated with sodium hydroxide (8.3 mL, 1N; 8.3 mmol; 8.0 eq.) and stirred at RT until all solid was dissolved (3 h). MeOH was removed under reduced pressure, the resulting solution was made acidic by addition of HCl 1N and extracted with DCM (3 times). Combined organic phases were washed with brine, dried over magnesium sulfate, filtered and concentrated to give the ti... Starting materials: FC1=CC=C(C=C1)C(CNC)O (1-(4-fluorophenyl)-2-methylamino-ethanol), O=C1CCCC2=C1SC=C2S(=O)(=O)Cl (7-oxo-4,5,6,7-tetrahydro-benzo[b]thiophene-3-sulfonyl chloride). The product is FC1=CC=C(C=C1)C(CN(S(=O)(=O)C=1C2=C(SC1)C(CCC2)=O)C)O (7-Oxo-4,5,6,7-tetrahydro-benzo[b]thiophene-3-sulfonic acid [2-(4-fluorophenyl)-2-hydroxyethyl]-methyl-amide). As a reaction SMILES: [F:1][C:2]1[CH:7]=[CH:6][C:5]([CH:8]([OH:12])[CH2:9][NH:10][CH3:11])=[CH:4][CH:3]=1.[O:13]=[C:14]1[C:19]2[S:20][CH:21]=[C:22]([S:23](Cl)(=[O:25])=[O:24])[C:18]=2[CH2:17][CH2:16][CH2:15]1>>[F:1][C:2]1[CH:3]=[CH:4][C:5]([CH:8]([OH:12])[CH2:9][N:10]([CH3:11])[S:23]([C:22]2[C:18]3[CH2:17][CH2:16][CH2:15][C:14](=[O:13])[C:19]=3[S:20][CH:21]=2)(=[O:24])=[O:25])=[CH:6][CH:7]=1. Reported procedure: From 1-(4-fluorophenyl)-2-methylamino-ethanol (the compound of Preparation Example 17) (433 mg) and 7-oxo-4,5,6,7-tetrahydro-benzo[b]thiophene-3-sulfonyl chloride (the compound of Preparation Example 7), the title compound (769 mg) was obtained as a colorless amorphous substance, in the same way as Preparation Example 41. Starting materials: N[C@H]1C[C@H](CCC1)O ((1S,3R)-3-aminocyclohexanol), C([O-])(O)=O.[Na+] (sodium bicarbonate), ClCC1=CC=CC=C1 ((chloromethyl)benzene). The solvent is C(C)O (ethanol). Reaction conditions: temperature 75 celsius. Yields the product C(C1=CC=CC=C1)N([C@H]1C[C@H](CCC1)O)CC1=CC=CC=C1 ((1S,3R)-3-(dibenzylamino)cyclohexanol). The yield is 91.3%. As a reaction SMILES: [NH2:1][C@@H:2]1[CH2:7][CH2:6][CH2:5][C@H:4]([OH:8])[CH2:3]1.C(=O)(O)[O-].[Na+].Cl[CH2:15][C:16]1[CH:21]=[CH:20][CH:19]=[CH:18][CH:17]=1>C(O)C>[CH2:15]([N:1]([CH2:15][C:16]1[CH:21]=[CH:20][CH:19]=[CH:18][CH:17]=1)[C@@H:2]1[CH2:7][CH2:6][CH2:5][C@H:4]([OH:8])[CH2:3]1)[C:16]1[CH:21]=[CH:20][CH:19]=[CH:18][CH:17]=1 |f:1.2|. Reported procedure: To a suspension of (1S,3R)-3-aminocyclohexanol (5 g, 43.4 mmol; prepared as described in Tetrahedron: Asymmetry 15: 2051-2056 (2004)) and sodium bicarbonate (12.03 g, 143 mmol) in ethanol (100 mL) was added (chloromethyl)benzene (15.01 mL, 130 mmol) at room temperature. The reaction mixture was heated at 75° C. overnight. Upon completion of reaction as indicated by LCMS and TLC the reaction mixture was filtered and the filtrate was concentrated. The residue was then dissolved in DCM (250 mL) and... Starting materials: CC(F)(C(=O)O)C(=O)NC1C(=O)N(CCOCc2ccccc2)c2ccccc2-c2ccccc21, NCCC(F)(F)F. Product: CC(F)(C(=O)NCCC(F)(F)F)C(=O)NC1C(=O)N(CCOCc2ccccc2)c2ccccc2-c2ccccc21. RXN SMILES: [CH2:1]([c:2]1[cH:3][cH:4][cH:5][cH:6][cH:7]1)[O:8][CH2:9][CH2:10][N:11]1[c:12]2[c:13]([cH:32][cH:33][cH:34][cH:35]2)-[c:14]2[c:15]([cH:28][cH:29][cH:30][cH:31]2)[CH:16]([NH:19][C:20]([C:21]([C:22](=[O:23])[OH:24])([CH3:25])[F:26])=[O:27])[C:17]1=[O:18].[F:36][C:37]([CH2:38][CH2:39][NH2:40])([F:41])[F:42]>>[CH2:1]([c:2]1[cH:3][cH:4][cH:5][cH:6][cH:7]1)[O:8][CH2:9][CH2:10][N:11]1[c:12]2[c:13]([cH:32][cH:33][cH:34][cH:35]2)-[c:14]2[c:15]([cH:28][cH:29][cH:30][cH:31]2)[CH:16]([NH:19][C:20]([C:21]([C:22](=[O:23])[NH:40][CH2:39][CH2:38][C:37]([F:36])([F:41])[F:42])([CH3:25])[F:26])=[O:27])[C:17]1=[O:18]. The reactants are [Na+].FC=1C=C(CN(C(=O)C=2C(=C(N(N2)C2=CC=C(C=C2)F)CCC(CC(CC(=O)[O-])O)O)C(C)C)C)C=CC1 (7-[5-[(3-fluoro-benzyl)-methyl-carbamoyl]-2-(4-fluoro-phenyl)-4-isopropyl-2H-pyrazol-3-yl]-3,5-dihydroxy-heptanoic acid sodium salt), C(=O)(C(F)(F)F)O (TFA). Solvent: CCOC(=O)C (EtOAc), CC#N (MeCN). Conditions: temperature 25 celsius, time 2 hour. Yields the product FC=1C=C(CN(C(=O)C2=NN(C(=C2C(C)C)CCC2OC(CC(C2)O)=O)C2=CC=C(C=C2)F)C)C=CC1 (1-(4-fluoro-phenyl)-5-[2-(4-hydroxy-6-oxo-tetrahydro-pyran-2-yl)-ethyl]-4-isopropyl-1H-pyrazole-3-carboxylic acid (3-fluoro-benzyl)-methyl-amide). Isolated yield 83.8%. RXN SMILES: [Na+].[F:2][C:3]1[CH:4]=[C:5]([CH:37]=[CH:38][CH:39]=1)[CH2:6][N:7]([CH3:36])[C:8]([C:10]1[C:11]([CH:33]([CH3:35])[CH3:34])=[C:12]([CH2:22][CH2:23][CH:24]([OH:32])[CH2:25][CH:26]([OH:31])[CH2:27][C:28]([O-:30])=O)[N:13]([C:15]2[CH:20]=[CH:19][C:18]([F:21])=[CH:17][CH:16]=2)[N:14]=1)=[O:9].C(O)(C(F)(F)F)=O>CC#N.CCOC(C)=O>[F:2][C:3]1[CH:4]=[C:5]([CH:37]=[CH:38][CH:39]=1)[CH2:6][N:7]([CH3:36])[C:8]([C:10]1[C:11]([CH:33]([CH3:35])[CH3:34])=[C:12]([CH2:22][CH2:23][CH:24]2[CH2:25][CH:26]([OH:31])[CH2:27][C:28](=[O:30])[O:32]2)[N:13]([C:15]2[CH:20]=[CH:19][C:18]([F:21])=[CH:17][CH:16]=2)[N:14]=1)=[O:9] |f:0.1|. Procedure: To a 7-[5-[(3-fluoro-benzyl)-methyl-carbamoyl]-2-(4-fluoro-phenyl)-4-isopropyl-2H-pyrazol-3-yl]-3,5-dihydroxy-heptanoic acid sodium salt (270 mg, 0.49 mmol) in MeCN (50 ml) was slowly added TFA (1.0 mL, 1.23 mmol). The reaction mixture was stirred at 25° C. and monitored by HPLC. After 2 hrs, the reaction was completed. The reaction mixture was diluted with EtOAc (150 ml) and washed with H2O, saturated NaHCO3, and brine. The organic layer was dried over Na2SO4 and concentrated. The crude product...